This data is from the Open Reaction Database (ORD), a public repository of structured organic reaction records. The task is: describe an organic reaction: reactants, conditions, products, and yield Reactants: [N+](=O)(O)[O-].CC1=C(C=C(C=C1)[N+](=O)[O-])NC(=N)N (1-(2-methyl-5-nitrophenyl)guanidine nitrate), [OH-].[Na+] (sodium hydroxide). Run in cold aqueous solution. Run at time 10 minute. Product: CC1=C(C=C(C=C1)[N+](=O)[O-])NC(=N)N (1-(2-methyl-5-nitrophenyl)guanidine). Isolated yield 100.1%. As a reaction SMILES: [N+]([O-])(O)=O.[CH3:5][C:6]1[CH:11]=[CH:10][C:9]([N+:12]([O-:14])=[O:13])=[CH:8][C:7]=1[NH:15][C:16]([NH2:18])=[NH:17].[OH-].[Na+]>>[CH3:5][C:6]1[CH:11]=[CH:10][C:9]([N+:12]([O-:14])=[O:13])=[CH:8][C:7]=1[NH:15][C:16]([NH2:18])=[NH:17] |f:0.1,2.3|. Procedure: To 135 g of 1-(2-methyl-5-nitrophenyl)guanidine nitrate (Japanese Unexamined Patent Publication (Kokai) No. 6-87834), 21 g of sodium hydroxide in 1.0 L of a cold aqueous solution was directly added, followed by stirring at room temperature for 10 minutes. The crystals were filtered, sufficiently washed with water and then forced-air dried at 60° C. to obtain 102 g of the objective compound as pale yellow crystals. The reactants are step-ii, FC=1C=C(CN2N=CC(=C2)C2=CNC3=NC=C(C=C32)C3=CC=C(C=C3)C=3CCN(CC3)C)C=CC1 (3-(1-(3-fluorobenzyl)-1H-pyrazol-4-yl)-5-(4-(1-methyl-1,2,3,6-tetrahydropyridin-4-yl)phenyl)-1H-pyrrolo[2,3-b]pyridine). The reagents and catalysts are [OH-].[Pd+2].[OH-] (palladium hydroxide). Solvent: COC1=CC=C(CN2N=CC(=C2)B2OC(C(O2)(C)C)(C)C)C=C1 (1-(4-methoxybenzyl)-4-(4,4,5,5-tetramethyl-1,3,2-dioxaborolan-2-yl)-1H-pyrazole). Product: FC=1C=C(CN2N=CC(=C2)C2=CNC3=NC=C(C=C32)C3=CC=C(C=C3)C3CCN(CC3)C)C=CC1 (3-(1-(3-fluorobenzyl)-1H-pyrazol-4-yl)-5-(4-(1-methylpiperidin-4-yl)phenyl)-1H-pyrrolo[2,3-b]pyridine). Yield: 7.7%. RXN SMILES: [F:1][C:2]1[CH:3]=[C:4]([CH:33]=[CH:34][CH:35]=1)[CH2:5][N:6]1[CH:10]=[C:9]([C:11]2[C:19]3[C:14](=[N:15][CH:16]=[C:17]([C:20]4[CH:25]=[CH:24][C:23]([C:26]5[CH2:27][CH2:28][N:29]([CH3:32])[CH2:30][CH:31]=5)=[CH:22][CH:21]=4)[CH:18]=3)[NH:13][CH:12]=2)[CH:8]=[N:7]1>COC1C=CC(CN2C=C(B3OC(C)(C)C(C)(C)O3)C=N2)=CC=1.[OH-].[Pd+2].[OH-]>[F:1][C:2]1[CH:3]=[C:4]([CH:33]=[CH:34][CH:35]=1)[CH2:5][N:6]1[CH:10]=[C:9]([C:11]2[C:19]3[C:14](=[N:15][CH:16]=[C:17]([C:20]4[CH:21]=[CH:22][C:23]([CH:26]5[CH2:27][CH2:28][N:29]([CH3:32])[CH2:30][CH2:31]5)=[CH:24][CH:25]=4)[CH:18]=3)[NH:13][CH:12]=2)[CH:8]=[N:7]1 |f:2.3.4|. Procedure: Using similar reaction conditions as described in step-ii of example-82, 3-(1-(3-fluorobenzyl)-1H-pyrazol-4-yl)-5-(4-(1-methyl-1,2,3,6-tetrahydropyridin-4-yl)phenyl)-1H-pyrrolo[2,3-b]pyridine (130 mg, 0.280 mmol) was reduced with palladium hydroxide (50 mg) in ethyl acetate/ethanol 5/5 mL to afford 10 mg (6.0% yield) of the titled compound. 1H NMR (CD3OD, 300 MHz): δ 8.627-8.621 (d, 1H), 8.56 (s, 1H), 8.26 (s, 1H), 7.97 (s, 1H), 7.77-7.73 (m, 3H), 7.45-7.42 (d, 2H), 7.38-7.33 (m, 1H), 7.13-7.00 ... Reactants: CN(C)C=O, COC(=O)c1sc(-c2ccccc2)cc1N, ClCc1ccc(Cl)cc1Cl, [H-], N#N, [Na+]. The product is COC(=O)c1sc(-c2ccccc2)cc1NCc1ccc(Cl)cc1Cl. RXN SMILES: [CH3:31][N:32]([CH3:33])[CH:34]=[O:35].[CH3:3][O:4][C:5](=[O:6])[c:7]1[s:8][c:9](-[c:13]2[cH:14][cH:15][cH:16][cH:17][cH:18]2)[cH:10][c:11]1[NH2:12].[Cl:21][c:22]1[c:23]([CH2:29][Cl:30])[cH:24][cH:25][c:26]([Cl:28])[cH:27]1.[H-:1].[N:19]#[N:20].[Na+:2]>>[CH3:3][O:4][C:5](=[O:6])[c:7]1[s:8][c:9](-[c:13]2[cH:14][cH:15][cH:16][cH:17][cH:18]2)[cH:10][c:11]1[NH:12][CH2:29][c:23]1[c:22]([Cl:21])[cH:27][c:26]([Cl:28])[cH:25][cH:24]1. Reactants: C(C)(=O)NC1=CC(=C(C(=O)NCC2CCCN3CCCCC23)C=C1Cl)OC ((±) 4-acetamido-5-chloro-2-methoxy-N-(1'-quinolizidinyl-methyl)-benzamide), crude product, II. Run in C(Cl)Cl (methylene chloride). Product: NC1=CC(=C(C(=O)NCC2CCCN3CCCCC23)C=C1Cl)OC ((±) 4-amino-5-chloro-2-methoxy-N-(1'-quinolizidinyl-methyl)-benzamide). As a reaction SMILES: C([NH:4][C:5]1[C:24]([Cl:25])=[CH:23][C:8]([C:9]([NH:11][CH2:12][CH:13]2[CH:22]3[N:17]([CH2:18][CH2:19][CH2:20][CH2:21]3)[CH2:16][CH2:15][CH2:14]2)=[O:10])=[C:7]([O:26][CH3:27])[CH:6]=1)(=O)C>C(Cl)Cl>[NH2:4][C:5]1[C:24]([Cl:25])=[CH:23][C:8]([C:9]([NH:11][CH2:12][CH:13]2[CH:22]3[N:17]([CH2:18][CH2:19][CH2:20][CH2:21]3)[CH2:16][CH2:15][CH2:14]2)=[O:10])=[C:7]([O:26][CH3:27])[CH:6]=1. Reported procedure: Following the procedures outlined in Example (2), the isomer mixture of (±) 4-acetamido-5-chloro-2-methoxy-N-(1'-quinolizidinyl-methyl)-benzamide (4.0 g) was converted to the crude product. Chromatography on Brockman II basic alumina (200 g), using methylene chloride as eluant, afforded one of the isomers (A, 0.9 g, 15%) of (±) 4-amino-5-chloro-2-methoxy-N-(1'-quinolizidinyl-methyl)-benzamide mp 155°-6°.